Task: describe an organic reaction: reactants, conditions, products, and yield. Dataset: the Open Reaction Database (ORD), a public repository of structured organic reaction records Starting materials: Cc1cccc(C(=O)c2ccccc2)n1, O=C(OO)c1cccc(Cl)c1, ClC(Cl)Cl. Product: Cc1cccc(C(=O)c2ccccc2)[n+]1[O-]. RXN SMILES: [C:1]([c:2]1[cH:3][cH:4][cH:5][cH:6][cH:7]1)(=[O:8])[c:9]1[cH:10][cH:11][cH:12][c:13]([CH3:15])[n:14]1.[Cl:16][c:17]1[cH:18][cH:19][cH:20][c:21]([C:22]([O:23][OH:25])=[O:24])[cH:26]1.[Cl:27][CH:28]([Cl:29])[Cl:30]>>[C:1]([c:2]1[cH:3][cH:4][cH:5][cH:6][cH:7]1)(=[O:8])[c:9]1[cH:10][cH:11][cH:12][c:13]([CH3:15])[n+:14]1[O-:24]. Reactants: CN1C(=NC=C(C1=O)C(=O)OCC)CCC1=C(C=CC=C1)OCC1=CC=CC=C1 (ethyl N1-methyl-2-[2-(2-benzyloxyphenyl)-ethyl]pyrimidin-6(1 H)-one-5-carboxylate), C1(=CC=C(C=C1)S(=O)(=O)O)C (para-toluene sulphonic acid), C1(=CC=C(C=C1)S(=O)(=O)O)C (para-toluene sulphonic acid). The product is CN1C(=NC=C(C1=O)C(=O)OC)CCC1=C(C=CC=C1)OCC1=CC=CC=C1 (methyl N1-methyl-2-[2-(2-benzyloxyphenyl)ethyl]-pyrimidin-6(1 H)-one-5-carboxylate). Reaction SMILES: [CH3:1][N:2]1[C:7](=[O:8])[C:6]([C:9]([O:11][CH2:12]C)=[O:10])=[CH:5][N:4]=[C:3]1[CH2:14][CH2:15][C:16]1[CH:21]=[CH:20][CH:19]=[CH:18][C:17]=1[O:22][CH2:23][C:24]1[CH:29]=[CH:28][CH:27]=[CH:26][CH:25]=1.C1(C)C=CC(S(O)(=O)=O)=CC=1>CO>[CH3:1][N:2]1[C:7](=[O:8])[C:6]([C:9]([O:11][CH3:12])=[O:10])=[CH:5][N:4]=[C:3]1[CH2:14][CH2:15][C:16]1[CH:21]=[CH:20][CH:19]=[CH:18][C:17]=1[O:22][CH2:23][C:24]1[CH:29]=[CH:28][CH:27]=[CH:26][CH:25]=1. Solvent: CO (methanol). Yield: 85.0%. Procedure: A mixture of ethyl N1-methyl-2-[2-(2-benzyloxyphenyl)-ethyl]pyrimidin-6(1 H)-one-5-carboxylate (0.5 g) and para-toluene sulphonic acid (30 mg) in methanol was heated under reflux for 18 hours, 150 mg of para-toluene sulphonic acid was added and the mixture heated under reflux for a further 24 hours. The solvent was evaporated to give methyl N1-methyl-2-[2-(2-benzyloxyphenyl)ethyl]-pyrimidin-6(1 H)-one-5-carboxylate (410 mg). Reactants: CC(C)(C)OC(=O)CC(CCCC1CCCCC1)c1nc(CN)no1, O=C(Cl)c1ccccc1. Product: CC(C)(C)OC(=O)CC(CCCC1CCCCC1)c1nc(CNC(=O)c2ccccc2)no1. Reaction SMILES: [C:1]([CH3:2])([CH3:3])([CH3:4])[O:5][C:6]([CH2:7][CH:8]([CH2:9][CH2:10][CH2:11][CH:12]1[CH2:13][CH2:14][CH2:15][CH2:16][CH2:17]1)[c:18]1[n:19][c:20]([CH2:23][NH2:24])[n:21][o:22]1)=[O:25].[C:26]([c:27]1[cH:28][cH:29][cH:30][cH:31][cH:32]1)(=[O:33])[Cl:34]>>[C:1]([CH3:2])([CH3:3])([CH3:4])[O:5][C:6]([CH2:7][CH:8]([CH2:9][CH2:10][CH2:11][CH:12]1[CH2:13][CH2:14][CH2:15][CH2:16][CH2:17]1)[c:18]1[n:19][c:20]([CH2:23][NH:24][C:26]([c:27]2[cH:28][cH:29][cH:30][cH:31][cH:32]2)=[O:33])[n:21][o:22]1)=[O:25]. Starting materials: FC1=C(C#N)C(=CC=C1)OCC1=CC=C(C=C1)C (2-Fluoro-6-(4-methylbenzyloxy)benzonitrile), C(O)(O)=O.NC(=N)N (guanidine carbonate). The solvent is CC(=O)N(C)C (dimethyl acetamide). The product is CC1=CC=C(COC2=C3C(=NC(=NC3=CC=C2)N)N)C=C1 (5-(4-methylbenzyloxy)quinazoline-2,4-diamine). The yield is 37.8%. Reaction SMILES: F[C:2]1[CH:9]=[CH:8][CH:7]=[C:6]([O:10][CH2:11][C:12]2[CH:17]=[CH:16][C:15]([CH3:18])=[CH:14][CH:13]=2)[C:3]=1[C:4]#[N:5].C(=O)(O)O.[NH2:23][C:24]([NH2:26])=[NH:25]>CC(N(C)C)=O>[CH3:18][C:15]1[CH:14]=[CH:13][C:12]([CH2:11][O:10][C:6]2[CH:7]=[CH:8][CH:9]=[C:2]3[C:3]=2[C:4]([NH2:5])=[N:25][C:24]([NH2:26])=[N:23]3)=[CH:17][CH:16]=1 |f:1.2|. Procedure details: 2-Fluoro-6-(4-methylbenzyloxy)benzonitrile (241.3 mg; 1 mmol) and guanidine carbonate (180.2 mg; 1 mmol) were heated at 145° C. in dimethyl acetamide for 7 hours. The solvent was removed. Purification by recrystallization in hot ethanol/water yielded 106 milligrams of 5-(4-methylbenzyloxy)quinazoline-2,4-diamine. Yields the product COCC(C)Oc1ccc(Oc2ccc(C(F)(F)F)cc2)cc1. The reactants are CI, CC(CO)Oc1ccc(Oc2ccc(C(F)(F)F)cc2)cc1, [Na], C1COCCO1, O. RXN SMILES: [CH3:24][I:25].[F:1][C:2]([c:3]1[cH:4][cH:5][c:6]([O:7][c:8]2[cH:9][cH:10][c:11]([O:12][CH:13]([CH2:14][OH:15])[CH3:16])[cH:17][cH:18]2)[cH:19][cH:20]1)([F:21])[F:22].[Na:23].[O:27]1[CH2:28][CH2:29][O:30][CH2:31][CH2:32]1.[OH2:26]>>[F:1][C:2]([c:3]1[cH:4][cH:5][c:6]([O:7][c:8]2[cH:9][cH:10][c:11]([O:12][CH:13]([CH2:14][O:15][CH3:24])[CH3:16])[cH:17][cH:18]2)[cH:19][cH:20]1)([F:21])[F:22]. Reactants: Br, [Cu], O=N[O-], Nc1cccc(Cl)c1Cl, [Na+]. As a reaction SMILES: [BrH:10].[Cu:15].[N:11]([O-:12])=[O:13].[NH2:1][c:2]1[cH:3][cH:4][cH:5][c:6]([Cl:7])[c:8]1[Cl:9].[Na+:14]>>[c:2]1([Br:10])[cH:3][cH:4][cH:5][c:6]([Cl:7])[c:8]1[Cl:9]. Yields the product Clc1cccc(Br)c1Cl. Yields the product C[C@H]1COC2=C3N1C=C(C(=O)C3=CC(=C2N4CCN(CC4)C)F)C(=O)O.C[C@H]1COC2=C3N1C=C(C(=O)C3=CC(=C2N4CCN(CC4)C)F)C(=O)O.O (levofloxacin hemihydrate). Starting materials: C[C@H]1COC2=C3C(=CC(=C2N4CCN(CC4)C)F)C(=O)C(=CN31)C(=O)O (levofloxacin), S(=O)(=O)([O-])S(=O)[O-].[Na+].[Na+] (sodium metabisulfite). Reported procedure: 1.5 g of levofloxacin crude and 10 mg of sodium metabisulfite were put in suspension in 6 ml of a mixture n-BuOH:H2O (9:1) under nitrogen atmosphere. The mixture was heated to reflux temperature until complete dissolution of the material. Then the solution was cooled to RT over a period of 1.5 hours. The precipitate was filtrated under vacuum, washed with a mixture n-BuOH:H2O (9:1) (4 ml) and dried at 60° C. in a vacuum oven to give 1.2 g (81%) of purified levofloxacin hemihydrate. The purified ... Isolated yield 3079.7%. Run in CCCCO.O (n-BuOH H2O), mixture. RXN SMILES: [CH3:1][C@@H:2]1[N:23]2[C:6]3[C:7]([C:19]([C:21]([C:24]([OH:26])=[O:25])=[CH:22]2)=[O:20])=[CH:8][C:9]([F:18])=[C:10]([N:11]2[CH2:16][CH2:15][N:14]([CH3:17])[CH2:13][CH2:12]2)[C:5]=3[O:4][CH2:3]1.S(S([O-])=O)([O-])(=O)=[O:28].[Na+].[Na+]>CCCCO.O>[CH3:1][C@@H:2]1[N:23]2[CH:22]=[C:21]([C:24]([OH:26])=[O:25])[C:19]([C:7]3=[CH:8][C:9]([F:18])=[C:10]([N:11]4[CH2:16][CH2:15][N:14]([CH3:17])[CH2:13][CH2:12]4)[C:5](=[C:6]23)[O:4][CH2:3]1)=[O:20].[CH3:1][C@@H:2]1[N:23]2[CH:22]=[C:21]([C:24]([OH:26])=[O:25])[C:19]([C:7]3=[CH:8][C:9]([F:18])=[C:10]([N:11]4[CH2:16][CH2:15][N:14]([CH3:17])[CH2:13][CH2:12]4)[C:5](=[C:6]23)[O:4][CH2:3]1)=[O:20].[OH2:28] |f:1.2.3,4.5,6.7.8|. Reactants: O1C(OCC1)CCCCN1CCC(CC1)C=1C=C(C=CC1)NC(C(C)C)=O (N-(3-{1-[4-(1,3-dioxolan-2-yl)butyl]-4-piperidinyl}phenyl)-2-methylpropanamide), Cl.CC1=CC=C(C=C1)NN (1-(4-methylphenyl)hydrazine hydrochloride). The product is CC(C(=O)NC1=CC(=CC=C1)C1CCN(CC1)CCCC1=CNC2=CC=C(C=C12)C)C (2-METHYL-N-(3-{1-[3-(5-METHYL-1H-INDOL-3-YL)PROPYL]-4-PIPERIDINYL}PHENYL)PROPANAMIDE). RXN SMILES: O1CCO[CH:2]1[CH2:6][CH2:7][CH2:8][CH2:9][N:10]1[CH2:15][CH2:14][CH:13]([C:16]2[CH:17]=[C:18]([NH:22][C:23](=[O:27])[CH:24]([CH3:26])[CH3:25])[CH:19]=[CH:20][CH:21]=2)[CH2:12][CH2:11]1.Cl.[CH3:29][C:30]1[CH:35]=[CH:34][C:33]([NH:36]N)=[CH:32][CH:31]=1>>[CH3:26][CH:24]([CH3:25])[C:23]([NH:22][C:18]1[CH:19]=[CH:20][CH:21]=[C:16]([CH:13]2[CH2:14][CH2:15][N:10]([CH2:9][CH2:8][CH2:7][C:6]3[C:34]4[C:33](=[CH:32][CH:31]=[C:30]([CH3:29])[CH:35]=4)[NH:36][CH:2]=3)[CH2:11][CH2:12]2)[CH:17]=1)=[O:27] |f:1.2|. Procedure: Prepared by Procedure H and Scheme S using N-(3-{1-[4-(1,3-dioxolan-2-yl)butyl]-4-piperidinyl}phenyl)-2-methylpropanamide and 1-(4-methylphenyl)hydrazine hydrochloride: ESMS m/e: 418.2 (M+H)+. The reactants are COC(=O)C=1NC2=CC=CC=C2C1OC1=C(C=CC=C1)[N+](=O)[O-] (methyl-3-[o-nitrophenoxy]-indole-2-carboxylate), 40, C(C)(=O)O (acetic acid). Solvent: C(C)O (ethanol). As a reaction SMILES: [CH3:1][O:2][C:3]([C:5]1[NH:6][C:7]2[C:12]([C:13]=1[O:14][C:15]1[CH:20]=[CH:19][CH:18]=[CH:17][C:16]=1[N+:21]([O-])=O)=[CH:11][CH:10]=[CH:9][CH:8]=2)=[O:4].C(O)(=O)C>[Fe].C(O)C>[CH3:1][O:2][C:3]([C:5]1[NH:6][C:7]2[C:12]([C:13]=1[O:14][C:15]1[CH:20]=[CH:19][CH:18]=[CH:17][C:16]=1[NH2:21])=[CH:11][CH:10]=[CH:9][CH:8]=2)=[O:4]. Procedure: A mixture of 3.12 g of methyl-3-[o-nitrophenoxy]-indole-2-carboxylate, 10 g of 40 mesh iron filings, 5 ml of 5% aqueous acetic acid and 300 ml of ethanol was refluxed with stirring for 3 hours. The mixture was filtered and concentrated to a solid. Recrystallization from ethanol gave analytical material, mp. 183°-4°. Run at time 3 hour. Reagents/catalysts: [Fe] (iron). The product is COC(=O)C=1NC2=CC=CC=C2C1OC1=C(C=CC=C1)N (Methyl-3-[o-aminophenoxy]-indole-2-carboxylate).